This data is from the Open Reaction Database (ORD), a public repository of structured organic reaction records. The task is: describe an organic reaction: reactants, conditions, products, and yield Reactants: CNC(=O)C1=CC=CC=C1N, C1=C(C(=CN=C1Cl)C(F)(F)F)I. Reagents/catalysts: C(=O)([O-])[O-].[Cs+].[Cs+], CC1(C2=C(C(=CC=C2)P(C3=CC=CC=C3)C4=CC=CC=C4)OC5=C1C=CC=C5P(C6=CC=CC=C6)C7=CC=CC=C7)C, CC(=O)O.CC(=O)O.[Pd]. Run in C1COCCO1. Run at temperature 90 celsius. Product: CNC(=O)C1=CC=CC=C1NC2=CC(=NC=C2C(F)(F)F)Cl. Yield: 73.4%. Reported procedure: 2-chloro-4-iodo-5-(trifluoromethyl)pyridine (4.305 g, 14.00 mmol), 2-amino-N- methylbenzamide (2.103 g, 14.00 mmol), diacetoxypalladium (0.251 g, 1.12 mmol), (9,9-dimethyl-9H-xanthene-4,5-diyl)bis(diphenylphosphine) (1.296 g, 2.24 mmol) and cesium carbonate (5.47 g, 16.80 mmol) were mixed together in dioxane (80 mL). Reaction was degassed with argon and was stirred at 90 °C overnight (15 hours) under argon.  Reaction was filtered, washed with CH2Cl2 and filtrate was concentrated to dryness. The ... Reactants: C(C)N1N=CC=2C1=NC=C(C2O)C(C2=CC(=CC=C2)C)=O (1-Ethyl-4-hydroxy-5-(3-methylbenzoyl)-1H-pyrazolo[3,4-b]pyridine), Cl.NO (hydroxylamine hydrochloride). Run in N1=CC=CC=C1 (pyridine). Product: C(C)N1N=CC=2C1=NC=C1C2ON=C1C=1C=C(C=CC1)C (6-Ethyl-3-(3-tolyl)-6H-isoxazolo[5,4-d]pyrazolo[3,4-b]pyridine). RXN SMILES: [CH2:1]([N:3]1[C:7]2=[N:8][CH:9]=[C:10]([C:13](=O)[C:14]3[CH:19]=[CH:18][CH:17]=[C:16]([CH3:20])[CH:15]=3)[C:11]([OH:12])=[C:6]2[CH:5]=[N:4]1)[CH3:2].Cl.[NH2:23]O>N1C=CC=CC=1>[CH2:1]([N:3]1[C:7]2=[N:8][CH:9]=[C:10]3[C:13]([C:14]4[CH:15]=[C:16]([CH3:20])[CH:17]=[CH:18][CH:19]=4)=[N:23][O:12][C:11]3=[C:6]2[CH:5]=[N:4]1)[CH3:2] |f:1.2|. Procedure: 1-Ethyl-4-hydroxy-5-(3-methylbenzoyl)-1H-pyrazolo[3,4-b]pyridine (4.25 g) was refluxed overnight in 75 ml of pyridine containing 4.5 g of hydroxylamine hydrochloride. The pyridine was then removed under reduced pressure and the residue triturated with 5% hydrochloric acid. The product was then filtered off and recrystallized from methanol to give 2.63 g of analytically pure product, mp 122°-123° C. Reactants: [Si](C)(C)(C(C)(C)C)Cl (tert-butyl-dimethylsilyl chloride), ClC1=C2C(=NC=C1)NC=C2 (4-chloro-1H-pyrrolo[2,3-b]pyridine), solution, [Li]CCCC (n-BuLi). Solvent: C1CCOC1 (THF), C1CCOC1 (THF). Run at time 10 minute. The product is C(C)(C)(C)[Si](N1C=CC=2C1=NC=CC2Cl)(C)C (1-(tert-Butyl-dimethyl-silanyl)-4-chloro-1H-pyrrolo[2,3-b]pyridine). Isolated yield 79.1%. RXN SMILES: [Cl:1][C:2]1[CH:7]=[CH:6][N:5]=[C:4]2[NH:8][CH:9]=[CH:10][C:3]=12.[Li]CCCC.[Si:16](Cl)([C:19]([CH3:22])([CH3:21])[CH3:20])([CH3:18])[CH3:17]>C1COCC1>[C:19]([Si:16]([CH3:18])([CH3:17])[N:8]1[C:4]2=[N:5][CH:6]=[CH:7][C:2]([Cl:1])=[C:3]2[CH:10]=[CH:9]1)([CH3:22])([CH3:21])[CH3:20]. Procedure details: To a −78° C. solution of 4-chloro-1H-pyrrolo[2,3-b]pyridine (prepared as described in WO03/082289, 1.44 g, 9.47 mmol) in THF (75 ml) was slowly added a 1.4 M solution of n-BuLi in THF (7.4 ml). The resulting mixture was stirred for 10 minutes, and then tert-butyl-dimethylsilyl chloride (1.4 g, 9.47 mmol) was added to the mixture. The reaction mixture was warm to RT overnight and partitioned between H2O and EtOAc. The organic layer was separated, washed with brine, dried, filtered, concentrated, ... Reactants: S1C(=CC=C1)C=1C=C(NN1)C=O (5-thiophen-2-yl-2H-pyrazole-3-carboxaldehyde), CC1=CC(=C(C=C1C)N)N (4,5-dimethyl-1,2-phenylenediamine), S(=O)(=O)([O-])S(=O)[O-].[Na+].[Na+] (sodium metabisulphite). The solvent is C(C)O (ethanol). The product is CC1=CC2=C(NC(=N2)C=2NN=C(C2)C=2SC=CC2)C=C1C (5,6-dimethyl-2-(5-thiophen-2-yl-2H-pyrazol-3-yl)-1H-benzimidazole). Reaction SMILES: [S:1]1[CH:5]=[CH:4][CH:3]=[C:2]1[C:6]1[CH:7]=[C:8]([CH:11]=O)[NH:9][N:10]=1.[CH3:13][C:14]1[C:19]([CH3:20])=[CH:18][C:17]([NH2:21])=[C:16]([NH2:22])[CH:15]=1.S(S([O-])=O)([O-])(=O)=O.[Na+].[Na+]>C(O)C>[CH3:13][C:14]1[C:19]([CH3:20])=[CH:18][C:17]2[NH:21][C:11]([C:8]3[NH:9][N:10]=[C:6]([C:2]4[S:1][CH:5]=[CH:4][CH:3]=4)[CH:7]=3)=[N:22][C:16]=2[CH:15]=1 |f:2.3.4|. Reported procedure: Starting with 16.2 mg of 5-thiophen-2-yl-2H-pyrazole-3-carboxaldehyde, 12.4 mg of 4,5-dimethyl-1,2-phenylenediamine, and 17.3 mg of sodium metabisulphite, in 0.2 ml of ethanol and 0.6 ml of dimethylformamide, and after purification by SPE (SCX phase, washing with methanol, extraction with 2N ammoniacal methanol) followed by a chromatography under pressure on silica and a purification by LC-MS, 5,6-dimethyl-2-(5-thiophen-2-yl-2H-pyrazol-3-yl)-1H-benzimidazole is obtained in the form of a white po...